The task is: describe an organic reaction: reactants, conditions, products, and yield. This data is from the Open Reaction Database (ORD), a public repository of structured organic reaction records. Starting materials: O=C([O-])[O-], COc1ccncc1C, [K+], [K+], O=[N+]([O-])O, O=S(=O)(O)O. The product is COc1c(C)cncc1[N+](=O)[O-]. RXN SMILES: [C:14](=[O:15])([O-:16])[O-:17].[CH3:5][c:6]1[cH:7][n:8][cH:9][cH:10][c:11]1[O:12][CH3:13].[K+:18].[K+:19].[OH:1][N+:2]([O-:3])=[O:4].[S:20](=[O:21])(=[O:22])([OH:23])[OH:24]>>[O-:1][N+:2](=[O:4])[c:10]1[cH:9][n:8][cH:7][c:6]([CH3:5])[c:11]1[O:12][CH3:13]. Reactants: CC1OCCN(C1)C1=CC2=C(NC(=N2)C2=NN(C3=CC=C(C=C23)N)C2OCCCC2)C=C1 (3-(5-(2-Methylmorpholino)-1H-benzo[d]imidazol-2-yl)-1-(tetrahydro-2H-pyran-2-yl)-1H-indazol-5-amine), N1(N=NC2=C1C=CC=C2)O (1H-benzo[d][1,2,3]triazol-1-ol), C(CCl)Cl (EDC), C([O-])(O)=O.[Na+] (sodium bicarbonate), FC1(C(C1)C(=O)O)F (2,2-difluorocyclopropanecarboxylic acid). Solvent: CN(C)C=O (DMF). Reaction conditions: time 24 hour. Product: FC1(C(C1)C(=O)NC=1C=C2C(=NN(C2=CC1)C1OCCCC1)C1=NC2=C(N1)C=CC(=C2)N2CC(OCC2)C)F (2,2-difluoro-N-(3-(5-(2-methylmorpholino)-1H-benzo[d]imidazol-2-yl)-1-(tetrahydro-2H-pyran-2-yl)-1H-indazol-5-yl)cyclopropanecarboxamide). Isolated yield 64.8%. RXN SMILES: [CH3:1][CH:2]1[CH2:7][N:6]([C:8]2[CH:32]=[CH:31][C:11]3[NH:12][C:13]([C:15]4[C:23]5[C:18](=[CH:19][CH:20]=[C:21]([NH2:24])[CH:22]=5)[N:17]([CH:25]5[CH2:30][CH2:29][CH2:28][CH2:27][O:26]5)[N:16]=4)=[N:14][C:10]=3[CH:9]=2)[CH2:5][CH2:4][O:3]1.N1(O)C2C=CC=CC=2N=N1.C(Cl)CCl.C(=O)(O)[O-].[Na+].[F:52][C:53]1([F:59])[CH2:55][CH:54]1[C:56](O)=[O:57]>CN(C=O)C>[F:52][C:53]1([F:59])[CH2:55][CH:54]1[C:56]([NH:24][C:21]1[CH:22]=[C:23]2[C:18](=[CH:19][CH:20]=1)[N:17]([CH:25]1[CH2:30][CH2:29][CH2:28][CH2:27][O:26]1)[N:16]=[C:15]2[C:13]1[NH:12][C:11]2[CH:31]=[CH:32][C:8]([N:6]3[CH2:5][CH2:4][O:3][CH:2]([CH3:1])[CH2:7]3)=[CH:9][C:10]=2[N:14]=1)=[O:57] |f:3.4|. Reported procedure: 3-(5-(2-Methylmorpholino)-1H-benzo[d]imidazol-2-yl)-1-(tetrahydro-2H-pyran-2-yl)-1H-indazol-5-amine (20 mg, 0.046 mmol), 1H-benzo[d][1,2,3]triazol-1-ol (9.37 mg, 0.069 mmol), EDC (13.30 mg, 0.069 mmol) and sodium bicarbonate (3.88 mg, 0.046 mmol) was added to a solution of 2,2-difluorocyclopropanecarboxylic acid (5.64 mg, 0.046 mmol) in DMF (6 mL). The reaction mixture was stirred at room temperature for 24 h and then the solvent was removed in vacuo. Purification by flash chromatography (6% CH3... Reactants: BrCC(C(F)(F)F)=O (3-bromo-1,1,1-trifluoroacetone), N#CN (cyanamide), C([O-])(O)=O.[Na+] (sodium bicarbonate), C(C)(=O)[O-].[Na+] (sodium acetate). The solvent is O (water), C(C)(=O)OCC (ethyl acetate), C(C)(C)(C)O (tert-butanol). Reaction conditions: temperature 65 celsius, time 10 minute. Yields the product FC(C1=CN=C(O1)N)(F)F (5-trifluoromethyl-oxazol-2-ylamine). The yield is 6.0%. Reaction SMILES: Br[CH2:2][C:3](=[O:8])[C:4]([F:7])([F:6])[F:5].[N:9]#[C:10][NH2:11].C([O-])(=O)C.[Na+].C(=O)(O)[O-].[Na+]>C(O)(C)(C)C.O.C(OCC)(=O)C>[F:5][C:4]([F:7])([F:6])[C:3]1[O:8][C:10]([NH2:11])=[N:9][CH:2]=1 |f:2.3,4.5|. Reported procedure: 5-Trifluoromethyl-oxazol-2-ylamine: The 5-trifluoromethyl-oxazol-2-ylamine, off-white solid and MS: m/e=152.0 (M+), is obtained using the following procedure: To a solution of 21.6 ml (39.4 g, 0.2 mol) of 97% 3-bromo-1,1,1-trifluoroacetone in 40 ml of tert-butanol are added 12.6 g (0.3 mol, 1.5 equiv.) of cyanamide. A slight exotherm is observed. After stirring for 10 min, 19.7 g (0.24 mol, 1.2 equiv.) of finely powdered sodium acetate were added with vigorous stirring and the suspension is heat...